Dataset: the Open Reaction Database (ORD), a public repository of structured organic reaction records. Task: describe an organic reaction: reactants, conditions, products, and yield Starting materials: COCCOC(=O)C1=C(C)NC(C)=C(C(=O)OC(C)C)C1c1cccc(NO)c1, O=Cc1ccccc1. Yields the product COCCOC(=O)C1=C(C)NC(C)=C(C(=O)OC(C)C)C1c1cccc([N+]([O-])=Cc2ccccc2)c1. As a reaction SMILES: [CH3:1][C:2]1=[C:7]([C:8](=[O:9])[O:10][CH2:11][CH2:12][O:13][CH3:14])[CH:6]([c:15]2[cH:16][c:17]([NH:21][OH:22])[cH:18][cH:19][cH:20]2)[C:5]([C:23](=[O:24])[O:25][CH:26]([CH3:27])[CH3:28])=[C:4]([CH3:29])[NH:3]1.[CH:30](=[O:31])[c:32]1[cH:33][cH:34][cH:35][cH:36][cH:37]1>>[CH3:1][C:2]1=[C:7]([C:8](=[O:9])[O:10][CH2:11][CH2:12][O:13][CH3:14])[CH:6]([c:15]2[cH:16][c:17]([N+:21]([O-:22])=[CH:30][c:32]3[cH:33][cH:34][cH:35][cH:36][cH:37]3)[cH:18][cH:19][cH:20]2)[C:5]([C:23](=[O:24])[O:25][CH:26]([CH3:27])[CH3:28])=[C:4]([CH3:29])[NH:3]1. The reactants are O=S1CCN(c2nc(Cl)nc3c(OCc4ccccc4)ncnc23)CC1, OCCNCC(O)CO. Product: O=S1CCN(c2nc(N(CCO)CC(O)CO)nc3c(OCc4ccccc4)ncnc23)CC1. As a reaction SMILES: [CH2:1]([c:2]1[cH:3][cH:4][cH:5][cH:6][cH:7]1)[O:8][c:9]1[n:10][cH:11][n:12][c:13]2[c:14]1[n:15][c:16]([Cl:26])[n:17][c:18]2[N:19]1[CH2:20][CH2:21][S:22](=[O:25])[CH2:23][CH2:24]1.[OH:27][CH2:28][CH2:29][NH:30][CH2:31][CH:32]([CH2:33][OH:34])[OH:35]>>[CH2:1]([c:2]1[cH:3][cH:4][cH:5][cH:6][cH:7]1)[O:8][c:9]1[n:10][cH:11][n:12][c:13]2[c:14]1[n:15][c:16]([N:30]([CH2:29][CH2:28][OH:27])[CH2:31][CH:32]([CH2:33][OH:34])[OH:35])[n:17][c:18]2[N:19]1[CH2:20][CH2:21][S:22](=[O:25])[CH2:23][CH2:24]1.